From a dataset of the Open Reaction Database (ORD), a public repository of structured organic reaction records. describe an organic reaction: reactants, conditions, products, and yield Starting materials: BrC=1C=C(C=CC1)C1=NC(=CC(=N1)C(F)(F)F)C1=CC=C(C=C1)C(F)(F)F (2-(3-bromo-phenyl)-4-trifluoromethyl-6-(4-trifluoromethyl-phenyl)-pyrimidine), C(C)(C)(C)NS(=O)(=O)C=1C=C(C=CC1)B(O)O (3-(tert.-butylsulfamoyl)-phenylboronic acid). Product: C(C)(C)(C)NS(=O)(=O)C=1C=C(C=CC1)C1=CC(=CC=C1)C1=NC(=CC(=N1)C(F)(F)F)C1=CC=C(C=C1)C(F)(F)F (3′-[4-Trifluoromethyl-6-(4-trifluoromethyl-phenyl)-pyrimidin-2-yl]-biphenyl-3-sulfonic acid tert-butylamide), solid. Yield: 83.0%. As a reaction SMILES: Br[C:2]1[CH:3]=[C:4]([C:8]2[N:13]=[C:12]([C:14]([F:17])([F:16])[F:15])[CH:11]=[C:10]([C:18]3[CH:23]=[CH:22][C:21]([C:24]([F:27])([F:26])[F:25])=[CH:20][CH:19]=3)[N:9]=2)[CH:5]=[CH:6][CH:7]=1.[C:28]([NH:32][S:33]([C:36]1[CH:37]=[C:38](B(O)O)[CH:39]=[CH:40][CH:41]=1)(=[O:35])=[O:34])([CH3:31])([CH3:30])[CH3:29]>>[C:28]([NH:32][S:33]([C:36]1[CH:41]=[C:40]([C:2]2[CH:7]=[CH:6][CH:5]=[C:4]([C:8]3[N:13]=[C:12]([C:14]([F:16])([F:17])[F:15])[CH:11]=[C:10]([C:18]4[CH:19]=[CH:20][C:21]([C:24]([F:25])([F:27])[F:26])=[CH:22][CH:23]=4)[N:9]=3)[CH:3]=2)[CH:39]=[CH:38][CH:37]=1)(=[O:35])=[O:34])([CH3:31])([CH3:29])[CH3:30]. Procedure details: The title compound was prepared from 2-(3-bromo-phenyl)-4-trifluoromethyl-6-(4-trifluoromethyl-phenyl)-pyrimidine (example E.3) (0.45 g, 1.0 mmol) and commercially available 3-(tert.-butylsulfamoyl)-phenylboronic acid (0.31 g, 1.2 mmol) according to the general procedure VI. Obtained as a white solid (0.48 g, 83%). MS (ISP) 580.3 [(M+H)+]; mp 200° C. The reactants are ClC1=NC=2N(C(NC(C2N1CC=C)=O)=O)CC (8-chloro-3-ethyl-7-(2-propen-1-yl)-3,7-dihydro-1H-purine-2,6-dione), C1(=CC=CC=C1)CC1=NOC(=N1)CCCO (3-[3-(phenylmethyl)-1,2,4-oxadiazol-5-yl]-1-propanol), C1(=CC=CC=C1)P(C1=CC=CC=C1)C1=CC=CC=C1 (triphenylphosphine), C1=CC=C(C=C1)COC(=O)/N=N/C(=O)OCC2=CC=CC=C2 (DBAD), N1CCOCC1 (morpholine). Reagents/catalysts: C=1C=CC(=CC1)[P](C=2C=CC=CC2)(C=3C=CC=CC3)[Pd]([P](C=4C=CC=CC4)(C=5C=CC=CC5)C=6C=CC=CC6)([P](C=7C=CC=CC7)(C=8C=CC=CC8)C=9C=CC=CC9)[P](C=1C=CC=CC1)(C=1C=CC=CC1)C=1C=CC=CC1 (Pd(PPh3)4). Solvent: C1CCOC1 (THF). Conditions: time 18 hour. The product is ClC1=NC=2N(C(N(C(C2N1)=O)CCCC1=NC(=NO1)CC1=CC=CC=C1)=O)CC (8-Chloro-3-ethyl-1-{3-[3-(phenylmethyl)-1,2,4-oxadiazol-5-yl]propyl}-3,7-dihydro-1H-purine-2,6-dione). Isolated yield 24.9%. As a reaction SMILES: [Cl:1][C:2]1[N:10](CC=C)[C:9]2[C:8](=[O:14])[NH:7][C:6](=[O:15])[N:5]([CH2:16][CH3:17])[C:4]=2[N:3]=1.[C:18]1([CH2:24][C:25]2[N:29]=[C:28]([CH2:30][CH2:31][CH2:32]O)[O:27][N:26]=2)[CH:23]=[CH:22][CH:21]=[CH:20][CH:19]=1.C1(P(C2C=CC=CC=2)C2C=CC=CC=2)C=CC=CC=1.C1C=CC(COC(/N=N/C(OCC2C=CC=CC=2)=O)=O)=CC=1.N1CCOCC1>C1COCC1.C1C=CC([P]([Pd]([P](C2C=CC=CC=2)(C2C=CC=CC=2)C2C=CC=CC=2)([P](C2C=CC=CC=2)(C2C=CC=CC=2)C2C=CC=CC=2)[P](C2C=CC=CC=2)(C2C=CC=CC=2)C2C=CC=CC=2)(C2C=CC=CC=2)C2C=CC=CC=2)=CC=1>[Cl:1][C:2]1[NH:10][C:9]2[C:8](=[O:14])[N:7]([CH2:32][CH2:31][CH2:30][C:28]3[O:27][N:26]=[C:25]([CH2:24][C:18]4[CH:23]=[CH:22][CH:21]=[CH:20][CH:19]=4)[N:29]=3)[C:6](=[O:15])[N:5]([CH2:16][CH3:17])[C:4]=2[N:3]=1 |^1:89,91,110,129|. Reported procedure: A solution of 8-chloro-3-ethyl-7-(2-propen-1-yl)-3,7-dihydro-1H-purine-2,6-dione (150 mg, 0.59 mmol) in anhydrous THF (4 ml) was treated with 3-[3-(phenylmethyl)-1,2,4-oxadiazol-5-yl]-1-propanol (154 mg, 0.71 mmol) and triphenylphosphine (200 mg, 0.76 mmol). DBAD (162 mg, 0.71 mmol) was added in one portion and the mixture was left to stir at rt, under nitrogen for 18 h. The mixture was degassed by high vacuum then Pd(PPh3)4 (68 mg, 0.059 mmol) and morpholine (515 μl, 5.9 mmol) were added. The m... Starting materials: CC(=O)O, CCOC(C)=O, CSc1ccc(-c2nn3c(C)cc(C(C)C)c3c(=O)n2CCOC2CCCCO2)c(Cl)c1. The product is CSc1ccc(-c2nn3c(C)cc(C(C)C)c3c(=O)n2CCO)c(Cl)c1. RXN SMILES: [CH3:1][C:2](=[O:3])[OH:4].[CH3:37][CH2:38][O:39][C:40](=[O:41])[CH3:42].[Cl:5][c:6]1[c:7](-[c:14]2[n:15][n:16]3[c:17]([c:18](=[O:29])[n:19]2[CH2:20][CH2:21][O:22][CH:23]2[CH2:24][CH2:25][CH2:26][CH2:27][O:28]2)[c:30]([CH:34]([CH3:35])[CH3:36])[cH:31][c:32]3[CH3:33])[cH:8][cH:9][c:10]([S:12][CH3:13])[cH:11]1>>[Cl:5][c:6]1[c:7](-[c:14]2[n:15][n:16]3[c:17]([c:18](=[O:29])[n:19]2[CH2:20][CH2:21][OH:22])[c:30]([CH:34]([CH3:35])[CH3:36])[cH:31][c:32]3[CH3:33])[cH:8][cH:9][c:10]([S:12][CH3:13])[cH:11]1. Product: CS(=O)(=O)C1=CC=C(O1)CN1N=CC(=N1)NC(=O)C=1N=COC1C1=CC=CC=C1 (5-Phenyl-oxazole-4-carboxylic acid [2-(5-methanesulfonyl-furan-2-ylmethyl)-2H-[1,2,3]triazol-4-yl]-amide). As a reaction SMILES: [CH3:1][S:2]([C:5]1[O:9][C:8]([CH2:10][N:11]2[N:15]=[C:14]([NH2:16])[CH:13]=[N:12]2)=[CH:7][CH:6]=1)(=[O:4])=[O:3].[C:17]1([C:23]2[O:27][CH:26]=[N:25][C:24]=2[C:28](O)=[O:29])[CH:22]=[CH:21][CH:20]=[CH:19][CH:18]=1>>[CH3:1][S:2]([C:5]1[O:9][C:8]([CH2:10][N:11]2[N:15]=[C:14]([NH:16][C:28]([C:24]3[N:25]=[CH:26][O:27][C:23]=3[C:17]3[CH:18]=[CH:19][CH:20]=[CH:21][CH:22]=3)=[O:29])[CH:13]=[N:12]2)=[CH:7][CH:6]=1)(=[O:4])=[O:3]. Starting materials: CS(=O)(=O)C1=CC=C(O1)CN1N=CC(=N1)N (2-(5-methanesulfonyl-furan-2-ylmethyl)-2H-[1,2,3]triazol-4-ylamine), C1(=CC=CC=C1)C1=C(N=CO1)C(=O)O (5-phenyl-oxazole-4-carboxylic acid). Procedure details: Following general procedure A, starting from 2-(5-methanesulfonyl-furan-2-ylmethyl)-2H-[1,2,3]triazol-4-ylamine and 5-phenyl-oxazole-4-carboxylic acid.